Dataset: the Open Reaction Database (ORD), a public repository of structured organic reaction records. Task: describe an organic reaction: reactants, conditions, products, and yield The reactants are ClC1=NC=C(C(=O)O)C=C1 (6-chloronicotinic acid), C(C)O (ethanol), C1(CCCCC1)N=C=NC1CCCCC1 (dicyclohexylcarbodiimide), CN(C)C1=NC=CC=C1 (dimethylaminopyridine). The solvent is C(Cl)Cl (methylene chloride). The product is ClC1=NC=C(C(=O)OCC)C=C1 (Ethyl 6-chloronicotinoate). Reaction SMILES: [Cl:1][C:2]1[CH:10]=[CH:9][C:5]([C:6]([OH:8])=[O:7])=[CH:4][N:3]=1.[CH2:11](O)[CH3:12].C1(N=C=NC2CCCCC2)CCCCC1.CN(C1C=CC=CN=1)C>C(Cl)Cl>[Cl:1][C:2]1[CH:10]=[CH:9][C:5]([C:6]([O:8][CH2:11][CH3:12])=[O:7])=[CH:4][N:3]=1. Procedure details: A mixture of 15.75 g (0.1 mol) 6-chloronicotinic acid, 6.9 g (0.15 mol) ethanol, 22.7 g (0.11 mol) dicyclohexylcarbodiimide and 3.7 g 0.03 mol) dimethylaminopyridine in 200 ml methylene chloride was heated at reflux for 2 hours. The mixture was allowed to cool, solvent removed in vacuo and residue subjected to flash chromatography to give the title compound as a low-melting white solid. PMR (CDCl3): δ1.44 (3 H, t, J~6.2 Hz) 4.44 (2 H, q, J~6.2 Hz), 7.44 (1 H, d, J~8.1 Hz), 8.27 (1 H, dd, J~8.1 H... Starting materials: ClC1=C(C=CC=2C(=NOC21)C2=C(C=C(C=C2)OCC)F)OC (7-chloro-3-(4-ethoxy-2-fluorophenyl)-6-methoxy-1,2-benzisoxazole), Cl.N1=CC=CC=C1 (pyridine hydrochloride), Cl (hydrochloric acid). The solvent is CC(CC)=O (2-butanone). Reaction conditions: temperature 180 celsius. The product is ClC1=C(C=CC=2C(=NOC21)C2=C(C=C(C=C2)OCC)F)O (7-chloro-3-(4-ethoxy-2-fluorophenyl)-6-hydroxy-1,2-benzisoxazole). RXN SMILES: [Cl:1][C:2]1[C:10]2[O:9][N:8]=[C:7]([C:11]3[CH:16]=[CH:15][C:14]([O:17][CH2:18][CH3:19])=[CH:13][C:12]=3[F:20])[C:6]=2[CH:5]=[CH:4][C:3]=1[O:21]C.Cl.N1C=CC=CC=1.Cl>CC(=O)CC>[Cl:1][C:2]1[C:10]2[O:9][N:8]=[C:7]([C:11]3[CH:16]=[CH:15][C:14]([O:17][CH2:18][CH3:19])=[CH:13][C:12]=3[F:20])[C:6]=2[CH:5]=[CH:4][C:3]=1[OH:21] |f:1.2|. Procedure: A mixture of 14.2 g of 7-chloro-3-(4-ethoxy-2-fluorophenyl)-6-methoxy-1,2-benzisoxazole and pyridine hydrochloride is heated at 180° C. for 2 hr. The reaction is worked up with 2-butanone and 5% hydrochloric acid and the product crystallized from toluene to give 7-chloro-3-(4-ethoxy-2-fluorophenyl)-6-hydroxy-1,2-benzisoxazole, mp 170°-172° C. The hydroxy compound is alkylated with 0.045 mole of ethyl bromoacetate and 0.043 mole of potassium carbonate in 75 ml dimethylformamide at 65° C. for 1 hr... Reactants: NC1=C(C(=NO1)C)Br (5-amino-4-bromo-3-methylisoxazole), ClC1=CC=C(C(=O)NCC2=CC=C(S2)S(=O)(=O)Cl)C=C1 (5-(4-chlorobenzamidomethyl)thiophene-2-sulphonyl chloride), crude product. Run in hexanes ethyl acetate. The product is BrC=1C(=NOC1NS(=O)(=O)C=1SC(=CC1)CNC(C1=CC=C(C=C1)Cl)=O)C (N-(4-Bromo-3-methyl-5-isoxazolyl)-5-(4-chlorobenzamidomethyl)thiophene-2-sulfonamide). Yield: 27.0%. RXN SMILES: [NH2:1][C:2]1[O:6][N:5]=[C:4]([CH3:7])[C:3]=1[Br:8].[Cl:9][C:10]1[CH:28]=[CH:27][C:13]([C:14]([NH:16][CH2:17][C:18]2[S:22][C:21]([S:23](Cl)(=[O:25])=[O:24])=[CH:20][CH:19]=2)=[O:15])=[CH:12][CH:11]=1>>[Br:8][C:3]1[C:4]([CH3:7])=[N:5][O:6][C:2]=1[NH:1][S:23]([C:21]1[S:22][C:18]([CH2:17][NH:16][C:14](=[O:15])[C:13]2[CH:27]=[CH:28][C:10]([Cl:9])=[CH:11][CH:12]=2)=[CH:19][CH:20]=1)(=[O:25])=[O:24]. Procedure details: N-(4-Bromo-3-methyl-5-isoxazolyl)-5-(4-chlorobenzamidomethyl)thiophene-2-sulfonamide was prepared in the same manner as described in Example 2 from 5-amino-4-bromo-3-methylisoxazole and 5-(4-chlorobenzamidomethyl)thiophene-2-sulphonyl chloride in 27% yield. The crude product was passed through a silica gel column using hexanes/ethyl acetate as eluent. Purification was effected by recrystallization from ethyl acetate/hexanes to give a crystalline solid, m.p. 210° C. (dec). As a reaction SMILES: [C:1]([CH3:2])([CH3:3])([CH3:4])[O:5][C:6]([CH2:7][N:8]([CH2:9][CH:10]([CH2:11][CH3:12])[OH:13])[CH:14]([c:15]1[cH:16][cH:17][cH:18][cH:19][cH:20]1)[c:21]1[cH:22][cH:23][cH:24][cH:25][cH:26]1)=[O:27].[Cl:32][CH:33]([Cl:34])[Cl:35].[S:28]([Cl:29])([Cl:30])=[O:31]>>[C:1]([CH3:2])([CH3:3])([CH3:4])[O:5][C:6]([CH2:7][N:8]([CH2:9][CH:10]([CH2:11][CH3:12])[Cl:30])[CH:14]([c:15]1[cH:16][cH:17][cH:18][cH:19][cH:20]1)[c:21]1[cH:22][cH:23][cH:24][cH:25][cH:26]1)=[O:27]. Yields the product CCC(Cl)CN(CC(=O)OC(C)(C)C)C(c1ccccc1)c1ccccc1. Starting materials: CCC(O)CN(CC(=O)OC(C)(C)C)C(c1ccccc1)c1ccccc1, ClC(Cl)Cl, O=S(Cl)Cl. As a reaction SMILES: [CH3:1][CH:2]([CH2:16][CH2:17][CH2:18][CH:19]([CH3:31])[CH2:20][CH2:21][CH2:22][CH:23]([CH3:30])[CH2:24][CH2:25][CH2:26][CH:27]([CH3:29])[CH3:28])[CH2:3][CH2:4][CH2:5][C:6]([O:8][CH2:9][C@@H:10]([C@@H:12]([CH2:14][OH:15])[OH:13])[OH:11])=[O:7]>O>[CH3:1][CH:2]([CH2:16][CH2:17][CH2:18][CH:19]([CH3:31])[CH2:20][CH2:21][CH2:22][CH:23]([CH3:30])[CH2:24][CH2:25][CH2:26][CH:27]([CH3:29])[CH3:28])[CH2:3][CH2:4][CH2:5][C:6]([O:8][CH2:9][C@@H:10]([C@@H:12]([CH2:14][OH:15])[OH:13])[OH:11])=[O:7].[OH2:7] |f:2.3|. Reactants: CC(CCCC(=O)OC[C@H](O)[C@H](O)CO)CCCC(CCCC(CCCC(C)C)C)C (1-O-(5,9,13,17-tetramethyloctadecanoyl)erythritol). Yields the product CC(CCCC(=O)OC[C@H](O)[C@H](O)CO)CCCC(CCCC(CCCC(C)C)C)C.O (1-O-(5,9,13,17-tetramethyloctadecanoyl)erythritol water). Procedure details: 1-O-(5,9,13,17-tetramethyloctadecanoyl)erythritol (formula (7) above) and pure water were homogeneously mixed in the same manner as in Example 3 to obtain the sample of 1-O-(5,9,13,17-tetramethyloctadecanoyl)erythritol/water system. This sample of 1-O-(5,9,13,17-tetramethyloctadecanoyl)erythritol/water system was subjected to the penetration experiment under a polarizing microscope, SAXS analysis, and dhc value determination based on the results of SAXS analysis in the same manner as in Example ... Solvent: O (water). Starting materials: C(CCC)C1=CC=C(N)C=C1 (4-n-butylaniline), FC1=CC=C(C=C1)[N+](=O)[O-] (1-fluoro-4-nitrobenzene). Run in CS(=O)C (methyl sulfoxide). Reaction conditions: temperature 100 celsius. The product is C(CCC)C1=CC=C(C=C1)NC1=CC=C(C=C1)[N+](=O)[O-] (N-(4-n-butylphenyl)-N-(4-nitrophenyl)amine). Yield: 63.0%. As a reaction SMILES: [CH2:1]([C:5]1[CH:11]=[CH:10][C:8]([NH2:9])=[CH:7][CH:6]=1)[CH2:2][CH2:3][CH3:4].F[C:13]1[CH:18]=[CH:17][C:16]([N+:19]([O-:21])=[O:20])=[CH:15][CH:14]=1>CS(C)=O>[CH2:1]([C:5]1[CH:6]=[CH:7][C:8]([NH:9][C:13]2[CH:18]=[CH:17][C:16]([N+:19]([O-:21])=[O:20])=[CH:15][CH:14]=2)=[CH:10][CH:11]=1)[CH2:2][CH2:3][CH3:4]. Procedure: To a flask equipped with a magnetic stirrer, reflux condenser, and a nitrogen inlet was added 4-n-butylaniline (48.5 grams, 0.325 moles), 1-fluoro-4-nitrobenzene (15.3 grams, 0.108 moles) and anhydrous methyl sulfoxide (120 ml). The contents of the flask were heated at 100° C. for 3 days; cooled to room temperature; partitioned between diethyl ether (300 ml) and water (100 ml). The ether extract was washed with water (4×100 ml) followed by brine (2×50 ml). The ether extract was dried over anhydr...